Dataset: the Open Reaction Database (ORD), a public repository of structured organic reaction records. Task: describe an organic reaction: reactants, conditions, products, and yield The reactants are C(C)(=O)[O-].[Na+] (sodium acetate), S (hydrogen sulfide), S (hydrogen sulfide), C(=C)(C)C(=O)C(=C)C (diisopropenylketone). Solvent: C(C)O (ethanol). Run at time 8 hour. Product: CC1CSCC(C1=O)C (3,5-Dimethyltetrahydrothiopyran-4-one). Reaction SMILES: C([O-])(=O)C.[Na+].[SH2:6].[C:7]([C:10]([C:12]([CH3:14])=[CH2:13])=[O:11])([CH3:9])=[CH2:8]>C(O)C>[CH3:13][CH:12]1[C:10](=[O:11])[CH:7]([CH3:9])[CH2:8][S:6][CH2:14]1 |f:0.1|. Procedure details: A mixture of 2 g. of sodium acetate and 25 ml. of ethanol was saturated with hydrogen sulfide gas. To this was added 7.0 g. (0.063 mole) diisopropenylketone while cooling in an ice bath until the reaction was no longer exothermic. The mixture was stirred at room temperature while passing hydrogen sulfide through the mixture for four hours then allowed to stand overnight. The ethanol and excess H2S were evaporated in vacuo and the residue taken up in ethyl ether, washed in turn with water, potass... Starting materials: C1(=CC=CC=C1)CC(=O)Cl (phenylacetylchloride), C(=O)(OC)C(C)NC1=C(C=CC=C1C)C (N-(1-carbomethoxy-ethyl)-2,6-dimethyl-aniline). Run in C1(=CC=CC=C1)C (toluene), CN(C=O)C (dimethylformamide). Run at time 3 hour. Product: CC1=C(C(=CC=C1)C)N(C(CC1=CC=CC=C1)=O)C(C)C(=O)OC (N-(2,6-dimethylphenyl)-N-(1-carbomethoxy-ethyl)-phenylacetamide). RXN SMILES: [C:1]1([CH2:7][C:8](Cl)=[O:9])[CH:6]=[CH:5][CH:4]=[CH:3][CH:2]=1.[C:11]([CH:15]([NH:17][C:18]1[C:23]([CH3:24])=[CH:22][CH:21]=[CH:20][C:19]=1[CH3:25])[CH3:16])([O:13][CH3:14])=[O:12]>C1(C)C=CC=CC=1.CN(C)C=O>[CH3:24][C:23]1[CH:22]=[CH:21][CH:20]=[C:19]([CH3:25])[C:18]=1[N:17]([CH:15]([C:11]([O:13][CH3:14])=[O:12])[CH3:16])[C:8](=[O:9])[CH2:7][C:1]1[CH:6]=[CH:5][CH:4]=[CH:3][CH:2]=1. Procedure details: 17 g (0.11 mol) of phenylacetylchloride were added dropwise in 30 minutes and at room temperature, to a solution of N-(1-carbomethoxy-ethyl)-2,6-dimethyl-aniline(21.2 g at a purity of 95%, 0.1 mol) in toluene (150 ml) and dimethylformamide (1 ml.). The reaction mixture was stirred 1 hour at room temperature and 3 hours at reflux temperature, then it was cooled down to room temperature and washed with an aqueous solution of NaHCO3 at 5% and successively with water. The organic phase was separated... The reactants are NC(=S)N(CCC1=CC=C(OC(C(=O)OCC)(C)C)C=C1)CC1=C(C=C(C=C1)C(F)(F)F)C(F)(F)F (ethyl 2-[4-(2-{(aminocarbonothioyl)[2,4-bis(trifluoromethyl)benzyl]amino}ethyl)phenoxy]-2-methylpropanoate), BrCC(C(F)(F)F)=O (3-bromo-1,1,1-trifluoroacetone). Product: FC(C1=C(CN(CCC2=CC=C(OC(C(=O)O)(C)C)C=C2)C=2SC=C(N2)C(F)(F)F)C=CC(=C1)C(F)(F)F)(F)F (2-[4-(2-{[2,4-Bis(trifluoromethyl)benzyl][4-(trifluoromethyl)-1,3-thiazol-2-yl]amino}ethyl)phenoxy]-2-methylpropanoic acid). RXN SMILES: [NH2:1][C:2]([N:4]([CH2:22][C:23]1[CH:28]=[CH:27][C:26](C(F)(F)F)=[CH:25][C:24]=1[C:33]([F:36])([F:35])[F:34])[CH2:5][CH2:6][C:7]1[CH:21]=[CH:20][C:10]([O:11][C:12]([CH3:19])([CH3:18])[C:13]([O:15]CC)=[O:14])=[CH:9][CH:8]=1)=[S:3].Br[CH2:38][C:39](=O)[C:40]([F:43])([F:42])[F:41]>>[F:34][C:33]([F:36])([F:35])[C:24]1[CH:25]=[C:26]([C:33]([F:36])([F:35])[F:34])[CH:27]=[CH:28][C:23]=1[CH2:22][N:4]([C:2]1[S:3][CH:38]=[C:39]([C:40]([F:43])([F:42])[F:41])[N:1]=1)[CH2:5][CH2:6][C:7]1[CH:21]=[CH:20][C:10]([O:11][C:12]([CH3:19])([CH3:18])[C:13]([OH:15])=[O:14])=[CH:9][CH:8]=1. Procedure details: Similarly prepared from ethyl 2-[4-(2-{(aminocarbonothioyl)[2,4-bis(trifluoromethyl)benzyl]amino}ethyl)phenoxy]-2-methylpropanoate and 3-bromo-1,1,1-trifluoroacetone. Reactants: C(C1=CC=CC=C1)C1=NC=CC(N1)=O (2-benzylpyrimidin-4(3H)-one), BrBr (bromine). The solvent is C(Cl)(Cl)Cl (CHCl3), CO (methanol). Reaction conditions: time 3 hour. The product is C(C1=CC=CC=C1)C1=NC=C(C(N1)=O)Br (2-benzyl-5-bromopyrimidin-4(3H)-one). Isolated yield 40.0%. RXN SMILES: [CH2:1]([C:8]1[NH:13][C:12](=[O:14])[CH:11]=[CH:10][N:9]=1)[C:2]1[CH:7]=[CH:6][CH:5]=[CH:4][CH:3]=1.[Br:15]Br>C(Cl)(Cl)Cl.CO>[CH2:1]([C:8]1[NH:13][C:12](=[O:14])[C:11]([Br:15])=[CH:10][N:9]=1)[C:2]1[CH:3]=[CH:4][CH:5]=[CH:6][CH:7]=1. Procedure details: To a solution of 2-benzylpyrimidin-4(3H)-one (0.531 g, 2.85 mmol) in CHCl3 (15 mL) and methanol (3 mL) was added bromine (0.146 mL, 2.85 mmol). The reaction mixture was stirred at room temperature for 3 hours and then quenched with 10% sodium bisulfite solution. The reaction mixture was partitioned between EtOAc and H2O. The phases were separated, and the aqueous phase was re-extracted with EtOAc (1×). The combined organic layers were dried (Na2SO4), filtered and concentrated to yield a crude ye... Starting materials: C(C)(=O)OC(C)=O (acetic anhydride), C(=O)O (formic acid), NC=1SC=C(N1)C(C(=O)O)=NOC1CCCC1 (2-(2-Aminothiazol-4-yl)-2-cyclopentyloxyiminoacetic acid). The solvent is O1CCCC1 (tetrahydrofuran). Yields the product C(=O)NC=1SC=C(N1)C(C(=O)O)=NOC1CCCC1 (2-(2-formamidothiazol-4-yl)-2-cyclopentyloxyiminoacetic acid). The yield is 40.7%. Reaction SMILES: [C:1](OC(=O)C)(=[O:3])C.C(O)=O.[NH2:11][C:12]1[S:13][CH:14]=[C:15]([C:17](=[N:21][O:22][CH:23]2[CH2:27][CH2:26][CH2:25][CH2:24]2)[C:18]([OH:20])=[O:19])[N:16]=1>O1CCCC1>[CH:1]([NH:11][C:12]1[S:13][CH:14]=[C:15]([C:17](=[N:21][O:22][CH:23]2[CH2:27][CH2:26][CH2:25][CH2:24]2)[C:18]([OH:20])=[O:19])[N:16]=1)=[O:3]. Reported procedure: To acetic anhydride (32 g.) was added formic acid (14.4 g. ) under ice-coolind and stirred at 40° to 45° C. for an hour. 2-(2-Aminothiazol-4-yl)-2-cyclopentyloxyiminoacetic acid (syn isomer, 20 g.) and tetrahydrofuran (100 ml.) were added to the solution under ice-cooling and stirred at 35° C. for 3 hours. After the solution was concentrated in vacuo, the residue was pulverized with diisopropyl ether, and dried over phosphorus pentoxide to give 2-(2-formamidothiazol-4-yl)-2-cyclopentyloxyiminoac... The reactants are C([O-])([O-])=O.[K+].[K+] (potassium carbonate), FC(C(=O)O)(F)F (trifluoroacetic acid), [N+](=O)([O-])C1=C(C=C(C=C1)N1CC2(CCCN2C(=O)OC(C)(C)C)CC1)OC(C)C (2-methylpropan-2-yl 7-[4-nitro-3-(propan-2-yloxy)phenyl]-1,7-diazaspiro[4.4]nonane-1-carboxylate), FC(C(=O)O)(F)F (trifluoroacetic acid). The solvent is ClCCl (dichloromethane). Run at time 15 hour. The product is [N+](=O)([O-])C1=C(C=C(C=C1)N1CC2(CCCN2)CC1)OC(C)C (7-[4-nitro-3-(propan-2-yloxy)phenyl]-1,7-diazaspiro[4.4]nonane). The yield is 97.8%. As a reaction SMILES: FC(F)(F)C(O)=O.[N+:8]([C:11]1[CH:16]=[CH:15][C:14]([N:17]2[CH2:32][CH2:31][C:19]3([N:23](C(OC(C)(C)C)=O)[CH2:22][CH2:21][CH2:20]3)[CH2:18]2)=[CH:13][C:12]=1[O:33][CH:34]([CH3:36])[CH3:35])([O-:10])=[O:9].C(=O)([O-])[O-].[K+].[K+]>ClCCl>[N+:8]([C:11]1[CH:16]=[CH:15][C:14]([N:17]2[CH2:32][CH2:31][C:19]3([NH:23][CH2:22][CH2:21][CH2:20]3)[CH2:18]2)=[CH:13][C:12]=1[O:33][CH:34]([CH3:36])[CH3:35])([O-:10])=[O:9] |f:2.3.4|. Procedure: 0.33 ml of trifluoroacetic acid is added to a solution of 300 mg of 2-methylpropan-2-yl 7-[4-nitro-3-(propan-2-yloxy)phenyl]-1,7-diazaspiro[4.4]nonane-1-carboxylate in 30 ml of dichloromethane. The mixture is stirred at ambient temperature for 15 hours and then 3 ml of trifluoroacetic acid are again added. After stirring for 15 hours, the reaction mixture is run into 50 ml of a saturated potassium carbonate solution. The aqueous phase is extracted three times with 50 ml of dichloromethane. The o... The reactants are CC(C)(C)N(O[Si](C)(C)C(C)(C)C)c1ccc(C(=O)O)cc1, ClCCCl, CN(C)c1ccncc1, CCOC(C)=O, ClCCl, Nc1ccccn1, O. Yields the product CC(C)(C)N(O[Si](C)(C)C(C)(C)C)c1ccc(C(=O)Nc2ccccn2)cc1. As a reaction SMILES: [C:1]([CH3:2])([CH3:3])([CH3:4])[N:5]([O:6][Si:7]([CH3:8])([CH3:9])[C:10]([CH3:11])([CH3:12])[CH3:13])[c:14]1[cH:15][cH:16][c:17]([C:18](=[O:19])[OH:20])[cH:21][cH:22]1.[CH2:23]([Cl:24])[CH2:25][Cl:26].[CH3:38][N:39]([CH3:40])[c:41]1[cH:42][cH:43][n:44][cH:45][cH:46]1.[CH3:47][CH2:48][O:49][C:50](=[O:51])[CH3:52].[Cl:35][CH2:36][Cl:37].[NH2:27][c:28]1[n:29][cH:30][cH:31][cH:32][cH:33]1.[OH2:34]>>[C:1]([CH3:2])([CH3:3])([CH3:4])[N:5]([O:6][Si:7]([CH3:8])([CH3:9])[C:10]([CH3:11])([CH3:12])[CH3:13])[c:14]1[cH:15][cH:16][c:17]([C:18](=[O:19])[NH:27][c:28]2[n:29][cH:30][cH:31][cH:32][cH:33]2)[cH:21][cH:22]1.